Dataset: the Open Reaction Database (ORD), a public repository of structured organic reaction records. Task: describe an organic reaction: reactants, conditions, products, and yield Reactants: CCO, [Cl-], COC(=O)c1ccc(C=Cc2cc3c(cc2Cn2cccn2)C(C)(C)CCC3(C)C)cc1F, [NH4+], [Na+], [OH-]. Product: CC1(C)CCC(C)(C)c2cc(Cn3cccn3)c(C=Cc3ccc(C(=O)O)c(F)c3)cc21. Reaction SMILES: [CH3:38][CH2:39][OH:40].[Cl-:36].[F:1][c:2]1[c:3]([C:4](=[O:5])[O:6][CH3:7])[cH:8][cH:9][c:10]([CH:12]=[CH:13][c:14]2[cH:15][c:16]3[c:21]([cH:22][c:23]2[CH2:24][n:25]2[n:26][cH:27][cH:28][cH:29]2)[C:20]([CH3:30])([CH3:31])[CH2:19][CH2:18][C:17]3([CH3:32])[CH3:33])[cH:11]1.[NH4+:37].[Na+:35].[OH-:34]>>[F:1][c:2]1[c:3]([C:4](=[O:5])[OH:6])[cH:8][cH:9][c:10]([CH:12]=[CH:13][c:14]2[cH:15][c:16]3[c:21]([cH:22][c:23]2[CH2:24][n:25]2[n:26][cH:27][cH:28][cH:29]2)[C:20]([CH3:30])([CH3:31])[CH2:19][CH2:18][C:17]3([CH3:32])[CH3:33])[cH:11]1. Starting materials: CCO, CCCCCC(=O)CCCCC, Cl, Cl, [K+], NO, [OH-], O. Yields the product CCCCCC(CCCCC)=NO. Reaction SMILES: [CH3:19][CH2:20][OH:21].[CH3:1][CH2:2][CH2:3][CH2:4][CH2:5][C:6]([CH2:7][CH2:8][CH2:9][CH2:10][CH3:11])=[O:12].[ClH:13].[ClH:18].[K+:17].[NH2:14][OH:15].[OH-:16].[OH2:22]>>[CH3:1][CH2:2][CH2:3][CH2:4][CH2:5][C:6]([CH2:7][CH2:8][CH2:9][CH2:10][CH3:11])=[N:14][OH:15]. Starting materials: ClC1=NC=CC(=C1)C1=NC(=CC(=N1)C1=CC=C(C=C1)F)C(F)(F)F (2-(2-chloro-pyridin-4-yl)-4-(4-fluorophenyl)-6-trifluoromethyl-pyrimidine), C(C)(C)(C)NS(=O)(=O)C=1C=C(C=CC1)B(O)O (3-(tert.-butylsulfamoyl)-phenylboronic acid). The product is C(C)(C)(C)NS(=O)(=O)C1=CC(=CC=C1)C1=NC=CC(=C1)C1=NC(=CC(=N1)C1=CC=C(C=C1)F)C(F)(F)F (3-{4-[4-(4-Fluoro-phenyl)-6-trifluoromethyl-pyrimidin-2-yl]-pyridin-2-yl}-benzenesulfonic acid tert-butylamide), solid. As a reaction SMILES: Cl[C:2]1[CH:7]=[C:6]([C:8]2[N:13]=[C:12]([C:14]3[CH:19]=[CH:18][C:17]([F:20])=[CH:16][CH:15]=3)[CH:11]=[C:10]([C:21]([F:24])([F:23])[F:22])[N:9]=2)[CH:5]=[CH:4][N:3]=1.[C:25]([NH:29][S:30]([C:33]1[CH:34]=[C:35](B(O)O)[CH:36]=[CH:37][CH:38]=1)(=[O:32])=[O:31])([CH3:28])([CH3:27])[CH3:26]>>[C:25]([NH:29][S:30]([C:33]1[CH:34]=[CH:35][CH:36]=[C:37]([C:2]2[CH:7]=[C:6]([C:8]3[N:13]=[C:12]([C:14]4[CH:19]=[CH:18][C:17]([F:20])=[CH:16][CH:15]=4)[CH:11]=[C:10]([C:21]([F:24])([F:23])[F:22])[N:9]=3)[CH:5]=[CH:4][N:3]=2)[CH:38]=1)(=[O:32])=[O:31])([CH3:28])([CH3:26])[CH3:27]. Procedure details: 3-{4-[4-(4-Fluoro-phenyl)-6-trifluoromethyl-pyrimidin-2-yl]-pyridin-2-yl}-benzenesulfonic acid tert-butylamide was prepared from 2-(2-chloro-pyridin-4-yl)-4-(4-fluorophenyl)-6-trifluoromethyl-pyrimidine (example E.103) (0.24 g, 0.68 mmol) and commercially available 3-(tert.-butylsulfamoyl)-phenylboronic acid (0.21 g, 0.82 mmol) according to the general procedure VI. Obtained as a light brown solid (0.38 g), which was subsequently deprotected. The reactants are CN(C)Cc1nc(CSCCN)cs1, COC1=NS(=O)(=O)N=C1OC, CO. As a reaction SMILES: [CH3:12][N:13]([CH3:14])[CH2:15][c:16]1[s:17][cH:18][c:19]([CH2:21][S:22][CH2:23][CH2:24][NH2:25])[n:20]1.[CH3:1][O:2][C:3]1=[N:4][S:5](=[O:10])(=[O:11])[N:6]=[C:7]1[O:8][CH3:9].[CH3:26][OH:27]>>[CH3:1][O:2][C:3]1=[N:4][S:5](=[O:10])(=[O:11])[N:6]=[C:7]1[NH:25][CH2:24][CH2:23][S:22][CH2:21][c:19]1[cH:18][s:17][c:16]([CH2:15][N:13]([CH3:12])[CH3:14])[n:20]1. Yields the product COC1=NS(=O)(=O)N=C1NCCSCc1csc(CN(C)C)n1. Starting materials: C1(=CC=CC=C1)P(C1=CC=CC=2C(C3=CC=CC(=C3OC12)P(C1=CC=CC=C1)C1=CC=CC=C1)(C)C)C1=CC=CC=C1 (4,5-bis(diphenylphosphino)-9,9-dimethylxanthene), Aryl bromide, BrC1=NN(C(=N1)/C=C/C1=NN2C(C(=NC=C2C)C)=N1)C ((E)-2-(2-(3-bromo-1-methyl-1H-1,2,4-triazol-5-yl)vinyl)-5,8-dimethyl-[1,2,4]triazolo[1,5-a]pyrazine), N1C(CCC1)=O (pyrrolidin-2-one), C([O-])([O-])=O.[Cs+].[Cs+] (cesium carbonate), crude material. The reagents and catalysts are C=1C=CC(=CC1)/C=C/C(=O)/C=C/C2=CC=CC=C2.C=1C=CC(=CC1)/C=C/C(=O)/C=C/C2=CC=CC=C2.C=1C=CC(=CC1)/C=C/C(=O)/C=C/C2=CC=CC=C2.[Pd].[Pd] (Pd2(dba)3), C=1C=CC(=CC1)/C=C/C(=O)/C=C/C2=CC=CC=C2.C=1C=CC(=CC1)/C=C/C(=O)/C=C/C2=CC=CC=C2.C=1C=CC(=CC1)/C=C/C(=O)/C=C/C2=CC=CC=C2.[Pd].[Pd].C=1C=CC(=CC1)/C=C/C(=O)/C=C/C2=CC=CC=C2.C=1C=CC(=CC1)/C=C/C(=O)/C=C/C2=CC=CC=C2.C=1C=CC(=CC1)/C=C/C(=O)/C=C/C2=CC=CC=C2.[Pd].[Pd] (tris(dibenzylideneacetone)-dipalladium(0) Pd2(dba)3), C1(=CC=CC=C1)P(C1=CC=CC=2C(C3=CC=CC(=C3OC12)P(C1=CC=CC=C1)C1=CC=CC=C1)(C)C)C1=CC=CC=C1 (4,5-bis(diphenylphosphino)-9,9-dimethylxanthene). The solvent is O1CCOCC1 (dioxane). Reaction conditions: temperature 140 celsius, time 1.5 hour. Yields the product CC1=CN=C(C=2N1N=C(N2)/C=C/C2=NC(=NN2C)N2C(CCC2)=O)C (1-{5-[(E)-2-(5,8-dimethyl-[1,2,4]triazolo[1,5-a]pyrazin-2-yl)-vinyl]-1-methyl-1H-[1,2,4]triazol-3-yl}-pyrrolidin-2-one). The yield is 47.6%. As a reaction SMILES: Br[C:2]1[N:6]=[C:5](/[CH:7]=[CH:8]/[C:9]2[N:19]=[C:12]3[C:13]([CH3:18])=[N:14][CH:15]=[C:16]([CH3:17])[N:11]3[N:10]=2)[N:4]([CH3:20])[N:3]=1.[NH:21]1[CH2:25][CH2:24][CH2:23][C:22]1=[O:26].C(=O)([O-])[O-].[Cs+].[Cs+].C1(P(C2C=CC=CC=2)C2C3OC4C(=CC=CC=4P(C4C=CC=CC=4)C4C=CC=CC=4)C(C)(C)C=3C=CC=2)C=CC=CC=1>O1CCOCC1.C1C=CC(/C=C/C(/C=C/C2C=CC=CC=2)=O)=CC=1.C1C=CC(/C=C/C(/C=C/C2C=CC=CC=2)=O)=CC=1.C1C=CC(/C=C/C(/C=C/C2C=CC=CC=2)=O)=CC=1.[Pd].[Pd].C1C=CC(/C=C/C(/C=C/C2C=CC=CC=2)=O)=CC=1.C1C=CC(/C=C/C(/C=C/C2C=CC=CC=2)=O)=CC=1.C1C=CC(/C=C/C(/C=C/C2C=CC=CC=2)=O)=CC=1.[Pd].[Pd].C1C=CC(/C=C/C(/C=C/C2C=CC=CC=2)=O)=CC=1.C1C=CC(/C=C/C(/C=C/C2C=CC=CC=2)=O)=CC=1.C1C=CC(/C=C/C(/C=C/C2C=CC=CC=2)=O)=CC=1.[Pd].[Pd].C1(P(C2C=CC=CC=2)C2C3OC4C(=CC=CC=4P(C4C=CC=CC=4)C4C=CC=CC=4)C(C)(C)C=3C=CC=2)C=CC=CC=1>[CH3:17][C:16]1[N:11]2[N:10]=[C:9](/[CH:8]=[CH:7]/[C:5]3[N:4]([CH3:20])[N:3]=[C:2]([N:21]4[CH2:25][CH2:24][CH2:23][C:22]4=[O:26])[N:6]=3)[N:19]=[C:12]2[C:13]([CH3:18])=[N:14][CH:15]=1 |f:2.3.4,7.8.9.10.11.12.13.14.15.16,17.18.19.20.21|. Reported procedure: An argon-purged mixture of (E)-2-(2-(3-bromo-1-methyl-1H-1,2,4-triazol-5-yl)vinyl)-5,8-dimethyl-[1,2,4]triazolo[1,5-a]pyrazine (case 30922, Expl. 9a) p 31) (56 mg, 168 μmol, Eq: 1.00), pyrrolidin-2-one (28.6 mg, 25.7 μl, 336 μmol, Eq: 2), cesium carbonate (76.4 mg, 235 μmol, Eq: 1.4), tris(dibenzylideneacetone)-dipalladium(0)/Pd2(dba)3 (3.07 mg, 3.35 μmol, Eq: 0.02) and 4,5-bis(diphenylphosphino)-9,9-dimethylxanthene (xant-phos) (3.88 mg, 6.7 μmol, Eq: 0.04) in dioxane (3 ml) was heated in a clo... Starting materials: CN(C(=O)c1csc(C2CCN(C(=O)OC(C)(C)C)CC2)n1)C1CCCc2ccccc21, CO, ClCCl, Cl, C1COCCO1. The product is CN(C(=O)c1csc(C2CCNCC2)n1)C1CCCc2ccccc21, Cl. RXN SMILES: [CH3:1][N:2]([C:3](=[O:4])[c:5]1[n:6][c:7]([CH:10]2[CH2:11][CH2:12][N:13]([C:16]([O:17][C:18]([CH3:19])([CH3:20])[CH3:21])=[O:22])[CH2:14][CH2:15]2)[s:8][cH:9]1)[CH:23]1[CH2:24][CH2:25][CH2:26][c:27]2[cH:28][cH:29][cH:30][cH:31][c:32]21.[CH3:37][OH:38].[Cl:34][CH2:35][Cl:36].[ClH:33].[O:39]1[CH2:40][CH2:41][O:42][CH2:43][CH2:44]1>>[CH3:1][N:2]([C:3](=[O:4])[c:5]1[n:6][c:7]([CH:10]2[CH2:11][CH2:12][NH:13][CH2:14][CH2:15]2)[s:8][cH:9]1)[CH:23]1[CH2:24][CH2:25][CH2:26][c:27]2[cH:28][cH:29][cH:30][cH:31][c:32]21.[ClH:33].